describe an organic reaction: reactants, conditions, products, and yield From a dataset of the Open Reaction Database (ORD), a public repository of structured organic reaction records. Reactants: C1(=CC=CC=C1)S(=O)(=O)OCCCCCCCCCCCC.[Na] (sodium dodecyl benzene sulfonate), C=CC=C (1,3-butadiene), t-dodecyl mercaptan, C1(O)=CC=C(O)C=C1 (hydroquinone), C(C=C)#N (acrylonitrile), C(\C=C/C(=O)[O-])(=O)OCCCC (mono-n-butyl maleate), [O-]O.C1(=CC=CC=C1)C(C)C (cumen hydroperoxide). Run in O (water). The product is C=CC=C.C(C=C)#N.C(\C=C/C(=O)[O-])(=O)OCCCC (acrylonitrile-butadiene mono-n-butyl maleate). As a reaction SMILES: [C:1]1(S(OCCCCCCCCCCCC)(=O)=O)[CH:6]=CC=[CH:3][CH:2]=1.[Na].[C:24](#[N:27])[CH:25]=[CH2:26].[C:28]([O:35][CH2:36][CH2:37][CH2:38][CH3:39])(=[O:34])/[CH:29]=[CH:30]\[C:31]([O-:33])=[O:32].C=CC=C.[O-]O.C1(C(C)C)C=CC=CC=1.C1(C=CC(O)=CC=1)O>O>[CH2:6]=[CH:1][CH:2]=[CH2:3].[C:24](#[N:27])[CH:25]=[CH2:26].[C:28]([O:35][CH2:36][CH2:37][CH2:38][CH3:39])(=[O:34])/[CH:29]=[CH:30]\[C:31]([O-:33])=[O:32] |f:0.1,5.6,9.10.11,^1:22|. Reported procedure: To a metal bottle, ion exchanged water in 180 parts, concentration 10 wt % of sodium dodecyl benzene sulfonate aqueous solution in 25 parts, acrylonitrile in 37 parts, mono-n-butyl maleate in 6 parts, and t-dodecyl mercaptan (molecular weight adjuster) in 0.75 part were charged in that order. The inside air was replaced with nitrogen three times, then 1,3-butadiene in 57 parts was charged. The metal bottle was held at 5° C., cumen hydroperoxide (polymerization initiator) in 0.1 part was charged,... Reactants: C(C)OP(OCC)[O-] (diethylphosphite). Run in O (water). Run at temperature 135 celsius. The product is O=P1OCC2(CO1)COP(OC2)=O (3,9-Dioxo-3,9-diphospha-2,4,8,10-tetraoxa-spiro[5.5]undecane), viscous product. Reaction SMILES: [CH2:1]([O:3][P:4]([O-:8])[O:5][CH2:6][CH3:7])C>O>[O:8]=[PH:4]1[O:5][CH2:6][C:7]2([CH2:6][O:5][PH:4](=[O:8])[O:3][CH2:1]2)[CH2:1][O:3]1. Procedure: 3,9-Dioxo-3,9-diphospha-2,4,8,10-tetraoxa-spiro[5.5]undecane was prepared as follows. Under stirring and a nitrogen atmosphere a suspension of 68 g of pentaerythitol, 152 g of diethylphosphite, and 73 g of water-free tetraline was heated to 135° C. At 135° C., 55% of the theoretical amount of ethanol were removed from the reaction mixture over a period of 3 h. The pressure was diminished slowly to 10 kPa and more ethanol was removed at 135° C. After cooling to 80° C., 60 g of methanol were added... Reactants: CC=1C=C(C(=NC1C)OC)NC(OC1=CC=CC=C1)=O (Phenyl N-(5,6-dimethyl-2-methoxypyridin-3-yl)carbamate), C(=C)(C)C1=C(C=CC=C1)N1CCNCC1 (1-(2-isopropenylphenyl)piperazine). Yields the product CC=1C=C(C(=NC1C)OC)NC(=O)N1CCN(CC1)C1=C(C=CC=C1)C(=C)C (1-[(5,6-Dimethyl-2-methoxypyridin-3-yl)aminocarbonyl]-4-(2-isopropenylphenyl)piperazine). Yield: 62.0%. Reaction SMILES: [CH3:1][C:2]1[CH:3]=[C:4]([NH:11][C:12](=[O:20])OC2C=CC=CC=2)[C:5]([O:9][CH3:10])=[N:6][C:7]=1[CH3:8].[C:21]([C:24]1[CH:29]=[CH:28][CH:27]=[CH:26][C:25]=1[N:30]1[CH2:35][CH2:34][NH:33][CH2:32][CH2:31]1)([CH3:23])=[CH2:22]>>[CH3:1][C:2]1[CH:3]=[C:4]([NH:11][C:12]([N:33]2[CH2:34][CH2:35][N:30]([C:25]3[CH:26]=[CH:27][CH:28]=[CH:29][C:24]=3[C:21]([CH3:23])=[CH2:22])[CH2:31][CH2:32]2)=[O:20])[C:5]([O:9][CH3:10])=[N:6][C:7]=1[CH3:8]. Procedure details: Phenyl N-(5,6-dimethyl-2-methoxypyridin-3-yl)carbamate and 1-(2-isopropenylphenyl)piperazine were reacted by the same way with the example 1 to obtain the titled compound. Starting materials: Cc1nc2ccc(Br)cc2c(-c2ccc(F)cc2)c1C(=O)C(F)(F)F, C1CCNCC1. Reaction SMILES: [Br:1][c:2]1[cH:3][c:4]2[c:5](-[c:19]3[cH:20][cH:21][c:22]([F:25])[cH:23][cH:24]3)[c:6]([C:13]([C:14]([F:15])([F:16])[F:17])=[O:18])[c:7]([CH3:12])[n:8][c:9]2[cH:10][cH:11]1.[CH2:26]1[CH2:27][CH2:28][NH:29][CH2:30][CH2:31]1>>[c:2]1([N:29]2[CH2:28][CH2:27][CH2:26][CH2:31][CH2:30]2)[cH:3][c:4]2[c:5](-[c:19]3[cH:20][cH:21][c:22]([F:25])[cH:23][cH:24]3)[c:6]([C:13]([C:14]([F:15])([F:16])[F:17])=[O:18])[c:7]([CH3:12])[n:8][c:9]2[cH:10][cH:11]1. Product: Cc1nc2ccc(N3CCCCC3)cc2c(-c2ccc(F)cc2)c1C(=O)C(F)(F)F. Starting materials: C(C)OC(C1=CC(=CC=C1)NC(=O)OC(C)(C)C)=O (3-tert-butoxycarbonylamino-benzoic acid ethyl ester), [Li+].[OH-] (LiOH). The solvent is C1CCOC1 (THF). Conditions: temperature 75 celsius. Yields the product C(C)(C)(C)OC(=O)NC=1C=C(C(=O)O)C=CC1 (3-tert-Butoxycarbonylamino-benzoic acid). The yield is 40807.7%. RXN SMILES: C([O:3][C:4](=[O:19])[C:5]1[CH:10]=[CH:9][CH:8]=[C:7]([NH:11][C:12]([O:14][C:15]([CH3:18])([CH3:17])[CH3:16])=[O:13])[CH:6]=1)C.[Li+].[OH-]>C1COCC1>[C:15]([O:14][C:12]([NH:11][C:7]1[CH:6]=[C:5]([CH:10]=[CH:9][CH:8]=1)[C:4]([OH:19])=[O:3])=[O:13])([CH3:18])([CH3:16])[CH3:17] |f:1.2|. Procedure: To the crude 3-tert-butoxycarbonylamino-benzoic acid ethyl ester (˜2.0 g, 0.00754 mmol) added THF (15 mL), and 0.5M LiOH (15 mL). The mixture was heated for two hours at 75° C. and the THF was removed in vacuo after cooling. The precipitate was filtered from the remaining mixture and the filtrate was transferred to a separatory funnel. The aqueous layer was washed with dichloromethane (3×) and was acidified to pH˜5 using 1M HCl. The product was then extracted with ethyl acetate, washed with wate... Reactants: [Na] (sodium), C(C)(=O)OCC (ethyl acetate), C(C)O (ethanol), [Na] (sodium), C1OC(C)(OC1)C=1C=CC(=C(C=O)C1)OC (5-(1,1-ethylenedioxy-ethyl)-2-methoxy benzaldehyde). The solvent is C=1(C(=CC=CC1)C)C (xylene), O (water), C=1(C(=CC=CC1)C)C (xylene), C(C)(=O)O (acetic acid). Run at time 3 hour. The product is C1OC(C)(OC1)C=1C=CC(=C(C1)C=CC(=O)OCC)OC (ethyl 3-[5-(1,1-ethylenedioxyethyl)-2-methoxyphenyl]-prop-2-ene-oate). As a reaction SMILES: [C:1]([O:4][CH2:5][CH3:6])(=[O:3])[CH3:2].C(O)C.[Na].[CH2:11]1[CH2:16][O:15][C:13]([C:17]2[CH:18]=[CH:19][C:20]([O:25][CH3:26])=[C:21]([CH:24]=2)[CH:22]=O)([CH3:14])[O:12]1>C1(C)C(C)=CC=CC=1.O.C(O)(=O)C>[CH2:11]1[CH2:16][O:15][C:13]([C:17]2[CH:18]=[CH:19][C:20]([O:25][CH3:26])=[C:21]([CH:22]=[CH:2][C:1]([O:4][CH2:5][CH3:6])=[O:3])[CH:24]=2)([CH3:14])[O:12]1 |^1:9|. Procedure: At 0° C., a mixture of 40 ml of ethyl acetate and 1 cm3 of ethanol is added drop by drop to a suspension of 3.5 g (0.15 mole) of sodium in balls in 200 ml of xylene. 22 g (0.1 mole) of 5-(1,1-ethylenedioxy-ethyl)-2-methoxy benzaldehyde dissolved in 50 ml of xylene are then added. The reaction medium is allowed to return to ambient temperature and is stirred for 3 hours. 50 ml of acetic acid are then added. After total disappearance of the sodium, 40 ml of water are added. After extraction with e... Reactants: [H-].[Na+] (sodium hydride), NC1=CC=C(C=C1)NC(=O)NCC1=CC=2N(C=C1)C=CN2 (1-(4-aminophenyl)-3-(imidazo[1,2-a]pyridin-7-ylmethyl)urea), C=1(C(=CC=CC1)S(=O)(=O)Cl)C1=CC=CC=C1 (biphenyl-2-sulfonyl chloride). The product is N=1C=CN2C1C=C(C=C2)CNC(=O)NC2=CC=C(C=C2)NS(=O)(=O)C=2C(=CC=CC2)C2=CC=CC=C2 (N-(4-{[(imidazo[1,2-a]pyridin-7-ylmethyl)carbamoyl]amino}phenyl)biphenyl-2-sulfonamide). Reported procedure: In a 4 mL vial was mixed 1-(4-aminophenyl)-3-(imidazo[1,2-a]pyridin-7-ylmethyl)urea (50 mg, 0.178 mmol) in anhydrous tetrahydrofuran (2 mL). To this mixture at room temperature was added 60% sodium hydride (24.88 mg, 0.622 mmol). The reaction was stirred about 30 minutes and biphenyl-2-sulfonyl chloride (53.9 mg, 0.213 mmol) was added. The reaction mixture stirred overnight at room temperature and was quenched with saturated ammonium chloride and water. The aqueous solution was extracted with di... The solvent is O1CCCC1 (tetrahydrofuran). RXN SMILES: [NH2:1][C:2]1[CH:7]=[CH:6][C:5]([NH:8][C:9]([NH:11][CH2:12][C:13]2[CH:18]=[CH:17][N:16]3[CH:19]=[CH:20][N:21]=[C:15]3[CH:14]=2)=[O:10])=[CH:4][CH:3]=1.[H-].[Na+].[C:24]1([C:34]2[CH:39]=[CH:38][CH:37]=[CH:36][CH:35]=2)[C:25]([S:30](Cl)(=[O:32])=[O:31])=[CH:26][CH:27]=[CH:28][CH:29]=1>O1CCCC1>[N:21]1[CH:20]=[CH:19][N:16]2[CH:17]=[CH:18][C:13]([CH2:12][NH:11][C:9]([NH:8][C:5]3[CH:6]=[CH:7][C:2]([NH:1][S:30]([C:25]4[C:24]([C:34]5[CH:35]=[CH:36][CH:37]=[CH:38][CH:39]=5)=[CH:29][CH:28]=[CH:27][CH:26]=4)(=[O:32])=[O:31])=[CH:3][CH:4]=3)=[O:10])=[CH:14][C:15]=12 |f:1.2|. Run at time 30 minute. Reaction conditions: time 24 hour. The reactants are ClC1=C2C(=CC(=NC2=CC(=C1)Cl)C(C1=C(C=CC=C1)NC(=O)OC(C)(C)C)=O)OCC1=CC=CC=C1 (5,7-dichloro-2-[2-(t-butoxycarbonylamino) benzoyl]-4-benzyloxyquinoline), FC(C(=O)O)(F)F (trifluoroacetic acid), C(=O)(OC(C)(C)C)OC(=O)OC(C)(C)C (di-t-butyl dicarbonate). Yields the product ClC1=C2C(C=C(NC2=CC(=C1)Cl)C(C1=C(C=CC=C1)NC(=O)OC(C)(C)C)=O)=O (5,7-Dichloro-2-[2-(t-butoxycarbonylamino)benzoyl]-1,4-dihydroquinol-4-one). Reaction SMILES: [Cl:1][C:2]1[CH:11]=[C:10]([Cl:12])[CH:9]=[C:8]2[C:3]=1[C:4]([O:29]CC1C=CC=CC=1)=[CH:5][C:6]([C:13](=[O:28])[C:14]1[CH:19]=[CH:18][CH:17]=[CH:16][C:15]=1[NH:20][C:21]([O:23][C:24]([CH3:27])([CH3:26])[CH3:25])=[O:22])=[N:7]2.FC(F)(F)C(O)=O.C(OC(OC(C)(C)C)=O)(OC(C)(C)C)=O>>[Cl:1][C:2]1[CH:11]=[C:10]([Cl:12])[CH:9]=[C:8]2[C:3]=1[C:4](=[O:29])[CH:5]=[C:6]([C:13](=[O:28])[C:14]1[CH:19]=[CH:18][CH:17]=[CH:16][C:15]=1[NH:20][C:21]([O:23][C:24]([CH3:25])([CH3:27])[CH3:26])=[O:22])[NH:7]2. Procedure details: Combine 5,7-dichloro-2-[2-(t-butoxycarbonylamino) benzoyl]-4-benzyloxyquinoline (4 mmol) and trifluoroacetic acid (55 mL) and heat to 80° C. After 4 hours evaporate the reaction mixture in vacuo to give a residue. Add dichloromethane and evaporate several times to completely remove residual trifluoroacetic acid. Dissolve the crude reaction mixture in dichloromethane (20 mL) and add di-t-butyl dicarbonate (4 mmol). Allow to stir for 24 hours. Evaporate in vacuo. Chromatograph on silica gel to giv... Starting materials: Cl.FC1=CC=C(C=C1)C(C(CC1=CC=C(C=C1)C(F)(F)F)N)O ((1RS,2SR)-1-(4-fluorophenyl)-1-hydroxy-3-(4-(trifluoromethyl)phenyl)-2-propylamine hydrochloride), C(O)([O-])=O.[Na+] (sodium hydrogen carbonate), FC1=CC=C(C2=CC=CC=C12)C(=O)O (4-fluoro-1-naphthalenecarboxylic acid), C(C(=O)Cl)(=O)Cl (oxalyl chloride). The solvent is C(C)(=O)OCC (ethyl acetate), O (water), O1CCCC1 (tetrahydrofuran), CN(C=O)C (N,N-dimethylformamide). Conditions: time 30 minute. The product is FC1=CC=C(C2=CC=CC=C12)C(=O)NC(C(O)C1=CC=C(C=C1)F)CC1=CC=C(C=C1)C(F)(F)F (4-fluoro-N-((1RS,2SR)-2-(4-fluorophenyl)-2-hydroxy-1-((4-(trifluoromethyl)phenyl)methyl)ethyl)-1-naphthalenecarboxamide). Isolated yield 77.3%. RXN SMILES: [F:1][C:2]1[C:11]2[C:6](=[CH:7][CH:8]=[CH:9][CH:10]=2)[C:5]([C:12]([OH:14])=O)=[CH:4][CH:3]=1.C(Cl)(=O)C(Cl)=O.Cl.[F:22][C:23]1[CH:28]=[CH:27][C:26]([CH:29]([OH:43])[CH:30]([NH2:42])[CH2:31][C:32]2[CH:37]=[CH:36][C:35]([C:38]([F:41])([F:40])[F:39])=[CH:34][CH:33]=2)=[CH:25][CH:24]=1.C(=O)([O-])O.[Na+]>O1CCCC1.C(OCC)(=O)C.O.CN(C)C=O>[F:1][C:2]1[C:11]2[C:6](=[CH:7][CH:8]=[CH:9][CH:10]=2)[C:5]([C:12]([NH:42][CH:30]([CH2:31][C:32]2[CH:37]=[CH:36][C:35]([C:38]([F:41])([F:39])[F:40])=[CH:34][CH:33]=2)[CH:29]([C:26]2[CH:27]=[CH:28][C:23]([F:22])=[CH:24][CH:25]=2)[OH:43])=[O:14])=[CH:4][CH:3]=1 |f:2.3,4.5|. Procedure: To a solution of 4-fluoro-1-naphthalenecarboxylic acid (163 mg), 0.86 mmol) in tetrahydrofuran (5 ml) were added oxalyl chloride (0.15 ml, 1.72 mmol) and N,N-dimethylformamide (0.01 ml), and the mixture was stirred at room temperature for 30 min. The reaction solution was evaporated under reduced pressure. To a solution of the residue in ethyl acetate (5 ml) were added (1RS,2SR)-1-(4-fluorophenyl)-1-hydroxy-3-(4-(trifluoromethyl)phenyl)-2-propylamine hydrochloride (200 mg, 0.57 mmol) and saturat...